Dataset: the Open Reaction Database (ORD), a public repository of structured organic reaction records. Task: describe an organic reaction: reactants, conditions, products, and yield Reactants: C1(=CC=CC=C1)S(=O)(=O)N1C=C(C=2C1=NC=CC2)C2=NC(=NC=C2)Cl (1-benzenesulfonyl-3-(2-chloro-pyrimidin-4-yl)-1H-pyrrolo[2,3-b]pyridine), NC1=CC=C(C=C1)CCO (2-(4-aminophenyl)-ethanol). Run in COC(C)O (1-methoxyethanol). Run at temperature 160 celsius. Product: N1C=C(C=2C1=NC=CC2)C2=NC(=NC=C2)NC2=CC=C(C=C2)CCO (2-{4-[4-(1H-Pyrrolo[2,3-b]pyridin-3-yl)-pyrimidin-2-ylamino]-phenyl}-ethanol). Yield: 84.2%. Reaction SMILES: C1(S([N:10]2[C:14]3=[N:15][CH:16]=[CH:17][CH:18]=[C:13]3[C:12]([C:19]3[CH:24]=[CH:23][N:22]=[C:21](Cl)[N:20]=3)=[CH:11]2)(=O)=O)C=CC=CC=1.[NH2:26][C:27]1[CH:32]=[CH:31][C:30]([CH2:33][CH2:34][OH:35])=[CH:29][CH:28]=1>COC(O)C>[NH:10]1[C:14]2=[N:15][CH:16]=[CH:17][CH:18]=[C:13]2[C:12]([C:19]2[CH:24]=[CH:23][N:22]=[C:21]([NH:26][C:27]3[CH:32]=[CH:31][C:30]([CH2:33][CH2:34][OH:35])=[CH:29][CH:28]=3)[N:20]=2)=[CH:11]1. Reported procedure: A mixture of compound 1f (4.00 g) and 2-(4-aminophenyl)-ethanol (2.96 g) in 1-methoxyethanol (30 mL) was heated at 160° C. for 17 hrs in a pressure tube. The mixture was then cooled, quenched with water and extracted with mixed THF and ethyl acetate. The combined organic phase was washed with brine and concentrated. The residue was subjected to silica column and eluted with 2-6% methanol in dichloromethane to give compound 1 (3.01 g, yield 84%) as a white solid. 1H NMR (400 MHz, CD3OD) δ 8.89 (d... Reactants: [OH-].[Na+] (sodium hydroxide), NC1=NC(=C(C(=N1)N[C@H](CCO)CCC)CC1=C(C=C(CN(CC(=O)OCC)CC)C=C1)OC)C ((S)-ethyl 2-((4-((2-amino-4-(1-hydroxyhexan-3-ylamino)-6-methylpyrimidin-5-yl)methyl)-3-methoxybenzyl)(ethyl)amino)acetate), Cl (hydrogen chloride). Solvent: CO (methanol). Reaction conditions: time 16 hour. Product: NC1=NC(=C(C(=N1)N[C@H](CCO)CCC)CC1=C(C=C(CN(CC(=O)O)CC)C=C1)OC)C ((S)-2-((4-((2-amino-4-(1-hydroxyhexan-3-ylamino)-6-methylpyrimidin-5-yl)methyl)-3-methoxybenzyl)(ethyl)amino)acetic acid). Isolated yield 102.7%. RXN SMILES: [OH-].[Na+].[NH2:3][C:4]1[N:9]=[C:8]([NH:10][C@@H:11]([CH2:15][CH2:16][CH3:17])[CH2:12][CH2:13][OH:14])[C:7]([CH2:18][C:19]2[CH:34]=[CH:33][C:22]([CH2:23][N:24]([CH2:31][CH3:32])[CH2:25][C:26]([O:28]CC)=[O:27])=[CH:21][C:20]=2[O:35][CH3:36])=[C:6]([CH3:37])[N:5]=1.Cl>CO>[NH2:3][C:4]1[N:9]=[C:8]([NH:10][C@@H:11]([CH2:15][CH2:16][CH3:17])[CH2:12][CH2:13][OH:14])[C:7]([CH2:18][C:19]2[CH:34]=[CH:33][C:22]([CH2:23][N:24]([CH2:31][CH3:32])[CH2:25][C:26]([OH:28])=[O:27])=[CH:21][C:20]=2[O:35][CH3:36])=[C:6]([CH3:37])[N:5]=1 |f:0.1|. Procedure details: 3M-sodium hydroxide (1 mL) was added to a solution of the product from step (viii) (310 mg) in methanol (3 mL). The solution was stirred at RT for 16 h. The reaction mixture was neutralized with 4M-hydrogen chloride (1 mL) and extracted with chloroform/EtOH (3/1). The combined organic layer was dried and concentrated under reduced pressure to afford the sub-title compound (300 mg) as a colourless amorphous solid; 1H NMR (DMSO); 7.00 (1H, s), 6.79 (1H, d), 6.72 (1H, d), 5.87 (2H, br s), 5.63 (1H,... Starting materials: C(CCC)P(CCCC)CCCC (tri-n-butylphosphine), F[C@H]1C[C@@H](O[C@@H]1CO)N1C(=O)NC(=O)C(C)=C1 (3'-Deoxy-3'-fluorothymidine), [N+](=O)([O-])C1=C(C=CC=C1)[Se]C#N (o-nitrophenylselenocyanate), O1CCCC1 (Tetrahydrofuran). The yield is 78.0%. Solvent: C(C)(=O)OCC (ethyl acetate). As a reaction SMILES: [F:1][C@@H:2]1[C@@H:6]([CH2:7]O)[O:5][C@@H:4]([N:9]2[CH:17]=[C:15]([CH3:16])[C:13](=[O:14])[NH:12][C:10]2=[O:11])[CH2:3]1.[N+:18]([C:21]1[CH:26]=[CH:25][CH:24]=[CH:23][C:22]=1[Se:27]C#N)([O-:20])=[O:19].O1CCCC1.C(P(CCCC)CCCC)CCC>C(OCC)(=O)C>[F:1][C@@H:2]1[C@@H:6]([CH2:7][Se:27][C:22]2[CH:23]=[CH:24][CH:25]=[CH:26][C:21]=2[N+:18]([O-:20])=[O:19])[O:5][C@@H:4]([N:9]2[CH:17]=[C:15]([CH3:16])[C:13](=[O:14])[NH:12][C:10]2=[O:11])[CH2:3]1. Reported procedure: 3'-Deoxy-3'-fluorothymidine (2.04 g, 8.34 mM) and o-nitrophenylselenocyanate (2.10 g, 9.20 mM) were placed in a flask under nitrogen. Tetrahydrofuran (dry) (50 mL) was added followed by 2.2 mL (8.83 mM) of tri-n-butylphosphine. The mixture was stirred at room temperature for 1.5 hours, diluted with 200 mL of ethyl acetate and washed with 200 mL of sat. sodium bicarbonate followed by 200 mL of brine. The extract was dried over magnesium sulfate and concentrated under reduced pressure to a yellow ... The product is F[C@H]1C[C@@H](O[C@@H]1C[Se]C1=C(C=CC=C1)[N+](=O)[O-])N1C(=O)NC(=O)C(C)=C1 (3',5'-di-deoxy-3'-fluoro-5'-[(2-nitrophenyl)selenyl]thymidine). Conditions: time 1.5 hour. The reactants are CC(C)O, Cc1ccc(S(=O)(=O)Cl)cc1, O, c1ccncc1. Product: Cc1ccc(S(=O)(=O)OC(C)C)cc1. RXN SMILES: [CH3:12][CH:13]([CH3:14])[OH:15].[CH3:1][c:2]1[cH:3][cH:4][c:5]([S:8](=[O:9])(=[O:10])[Cl:11])[cH:6][cH:7]1.[OH2:16].[cH:17]1[cH:18][cH:19][n:20][cH:21][cH:22]1>>[CH3:1][c:2]1[cH:3][cH:4][c:5]([S:8](=[O:9])(=[O:10])[O:15][CH:13]([CH3:12])[CH3:14])[cH:6][cH:7]1. Starting materials: S(=O)(Cl)Cl (thionyl chloride), OC1=C(C(N(C2=CC=CC(=C12)Cl)C)=O)C(=O)O (1,2-dihydro-4-hydroxy-5-chloro-1-methyl-2-oxo-quinoline-3-carboxylic acid), C1(=CC=CC=C1)C (toluene), C(C)NC1=CC=CC=C1 (N-ethyl aniline). The solvent is N1=CC=CC=C1 (Pyridine). Run at temperature 7.5 celsius, time 7 hour. Product: CCN(C=1C=CC=CC1)C(=O)C2=C(C3=C(C=CC=C3Cl)N(C2=O)C)O (laquinimod). Yield: 64.0%. Reaction SMILES: [OH:1][C:2]1[C:11]2[C:6](=[CH:7][CH:8]=[CH:9][C:10]=2[Cl:12])[N:5]([CH3:13])[C:4](=[O:14])[C:3]=1[C:15]([OH:17])=O.C1(C)C=CC=CC=1.[CH2:25]([NH:27][C:28]1[CH:33]=[CH:32][CH:31]=[CH:30][CH:29]=1)[CH3:26].S(Cl)(Cl)=O>N1C=CC=CC=1>[CH3:26][CH2:25][N:27]([C:15]([C:3]1[C:4](=[O:14])[N:5]([CH3:13])[C:6]2[CH:7]=[CH:8][CH:9]=[C:10]([Cl:12])[C:11]=2[C:2]=1[OH:1])=[O:17])[C:28]1[CH:29]=[CH:30][CH:31]=[CH:32][CH:33]=1. Procedure details: The mixture of 1,2-dihydro-4-hydroxy-5-chloro-1-methyl-2-oxo-quinoline-3-carboxylic acid (1 gm) and toluene (50 ml) was cooled to 5-10° C. under nitrogen atmosphere. Pyridine (1.09 gm) was added to the resulting mass at 5-10° C. to form a clear solution. The solution was followed by the addition of N-ethyl aniline (0.52 gm) in one portion at 5-10° C. and then thionyl chloride (0.61 gm) was added at 5-10° C. The resulting mixture was stirred for 7 hours followed by evaporation of toluene under va... Procedure details: Reaction of oxalyl chloride (75 λL, 0.86 mmol) and benzoic acid 4 (212 mg, 0.57 mmol) with subsequent coupling to (1-methyl-1H-imidazol-2-yl)methylamine (70 mg, 0.63 mmol) gave benzamide 14 (185 mg, 70%) as a white powder: mp (EtOAc) 190-192° C.; 1H NMR δ 9.05 (t, J=5.5 Hz, 1H, CONH), 8.00 (dd, J=8.6, 1.8 Hz, 2H, H-2, H-6), 7.87 (dd, J=8.6, 1.8 Hz, 2H, H-3, H-5), 7.67 (d, J=8.3 Hz, 2H, H-2′, H-6′), 7.42 (d, J=8.3 Hz, 2H, H-3′, H-5′), 7.08 (d, J=1.1 Hz, 1H, H-5″), 6.80 (d, J=1.1 Hz, 1H, H-4″), 4.... Product: CN1C(=NC=C1)CNC(C1=CC=C(C=C1)C=1OC(=C(N1)CS(=O)(=O)C1=CC=C(C=C1)C)C)=O (N-[(1-Methyl-1H-imidazol-2-yl)methyl]-4-(5-methyl-4-{[(4-methylphenyl)sulfonyl]methyl}-1,3-oxazol-2-yl)benzamide). Reaction SMILES: C(Cl)(=O)C(Cl)=O.[CH3:7][C:8]1[O:12][C:11]([C:13]2[CH:21]=[CH:20][C:16]([C:17](O)=[O:18])=[CH:15][CH:14]=2)=[N:10][C:9]=1[CH2:22][S:23]([C:26]1[CH:31]=[CH:30][C:29]([CH3:32])=[CH:28][CH:27]=1)(=[O:25])=[O:24].[CH3:33][N:34]1[CH:38]=[CH:37][N:36]=[C:35]1[CH2:39][NH2:40]>>[CH3:33][N:34]1[CH:38]=[CH:37][N:36]=[C:35]1[CH2:39][NH:40][C:17](=[O:18])[C:16]1[CH:20]=[CH:21][C:13]([C:11]2[O:12][C:8]([CH3:7])=[C:9]([CH2:22][S:23]([C:26]3[CH:27]=[CH:28][C:29]([CH3:32])=[CH:30][CH:31]=3)(=[O:24])=[O:25])[N:10]=2)=[CH:14][CH:15]=1. The reactants are C(C(=O)Cl)(=O)Cl (oxalyl chloride), CC1=C(N=C(O1)C1=CC=C(C(=O)O)C=C1)CS(=O)(=O)C1=CC=C(C=C1)C (4-(5-Methyl-4-{[(4-methylphenyl)sulfonyl]methyl}-1,3-oxazol-2-yl)benzoic Acid), CN1C(=NC=C1)CN ((1-methyl-1H-imidazol-2-yl)methylamine). Yield: 69.9%. RXN SMILES: [CH3:22][O:23][CH2:24][O:25][CH3:26].[Cl:11][c:12]1[c:13]([NH2:20])[n:14][c:15]([Cl:19])[c:16]([Cl:18])[n:17]1.[ClH:21].[H-:1].[Na+:2].[OH2:27].[n:3]1[cH:4][c:5]([CH2:9][OH:10])[cH:6][cH:7][cH:8]1>>[n:3]1[cH:4][c:5]([CH2:9][O:10][c:12]2[c:13]([NH2:20])[n:14][c:15]([Cl:19])[c:16]([Cl:18])[n:17]2)[cH:6][cH:7][cH:8]1. Reactants: COCOC, Nc1nc(Cl)c(Cl)nc1Cl, Cl, [H-], [Na+], O, OCc1cccnc1. The product is Nc1nc(Cl)c(Cl)nc1OCc1cccnc1. The reactants are S(=O)(=O)(O)C1=CC=C(C)C=C1.N1C(=NCC1)N (4,5-dihydro-1H-imidazol-2-ylamine tosylate), [Na] (sodium), C(C)(C)(C)NC(=O)C=C(C)C=1C(=C(C(=O)[O-])C=C(C1)Br)N (1-(tert-Butylcarbamoyl)-prop-1-en-2-yl-2-amino-5-bromobenzoate). The solvent is CC(C)O (2-propanol). Yields the product NC1=C(C(=O)NC=2NCCN2)C=C(C=C1)Br (2-Amino-5-bromo-N-(4,5-dihydro-1H-imidazol-2-yl)benzamide). As a reaction SMILES: S(C1C=CC(C)=CC=1)(O)(=O)=O.[NH:12]1[CH2:16][CH2:15][N:14]=[C:13]1[NH2:17].[Na].C(NC(C=C([C:29]1[C:30]([NH2:39])=[C:31]([CH:35]=[C:36]([Br:38])[CH:37]=1)[C:32]([O-])=[O:33])C)=O)(C)(C)C>CC(O)C>[NH2:39][C:30]1[CH:29]=[CH:37][C:36]([Br:38])=[CH:35][C:31]=1[C:32]([NH:17][C:13]1[NH:14][CH2:15][CH2:16][N:12]=1)=[O:33] |f:0.1,^1:17|. Procedure: A mixture of 4,5-dihydro-1H-imidazol-2-ylamine tosylate (0.523 g; 2.03 mmol) and sodium (37 mg; 1.63 mmol) in 2-propanol (16 ml) is refluxed for 30 min. 1-(tert-Butylcarbamoyl)-prop-1-en-2-yl-2-amino-5-bromobenzoate (example 15) (0.300 g; 0.812 mmol) is added and the mixture is refluxed over night. The precipitate formed is filtered off and discarded. The filtrate is evaporated, and the residue is purified by preparative RP-HPLC (column: Xbridge C18 (Waters); water-ACN; modifier: ammonia) to yie...